Dataset: the Open Reaction Database (ORD), a public repository of structured organic reaction records. Task: describe an organic reaction: reactants, conditions, products, and yield Reactants: CO, CCN(C(C)C)C(C)C, ClCCl, FC(F)(F)c1ccc(C2NCCc3ccccc32)cc1, O=C=Nc1ccccc1. The product is O=C(Nc1ccccc1)N1CCc2ccccc2C1c1ccc(C(F)(F)F)cc1. Reaction SMILES: [CH3:39][OH:40].[CH:21]([N:22]([CH2:23][CH3:24])[CH:25]([CH3:26])[CH3:27])([CH3:28])[CH3:29].[Cl:41][CH2:42][Cl:43].[F:1][C:2]([c:3]1[cH:4][cH:5][c:6]([CH:9]2[NH:10][CH2:11][CH2:12][c:13]3[cH:14][cH:15][cH:16][cH:17][c:18]32)[cH:7][cH:8]1)([F:19])[F:20].[O:30]=[C:31]=[N:32][c:33]1[cH:34][cH:35][cH:36][cH:37][cH:38]1>>[F:1][C:2]([c:3]1[cH:4][cH:5][c:6]([CH:9]2[N:10]([C:31](=[O:30])[NH:32][c:33]3[cH:34][cH:35][cH:36][cH:37][cH:38]3)[CH2:11][CH2:12][c:13]3[cH:14][cH:15][cH:16][cH:17][c:18]32)[cH:7][cH:8]1)([F:19])[F:20]. Starting materials: CC=1C=C(CCl)C=C(C1OC)C (3,5-dimethyl-4-methoxybenzyl chloride), C(CC)NC=1C(=NC=CC1)N1CCNCC1 (1-[3-(propylamino)-2-pyridinyl]piperazine). Product: COC1=C(C=C(CN2CCN(CC2)C2=NC=CC=C2NCCC)C=C1C)C (1-[4-Methoxy-3,5-dimethylbenzyl]-4-[3-(propylamino)-2-pyridinyl]-piperazine). RXN SMILES: [CH3:1][C:2]1[CH:3]=[C:4]([CH:7]=[C:8]([CH3:12])[C:9]=1[O:10][CH3:11])[CH2:5]Cl.[CH2:13]([NH:16][C:17]1[C:18]([N:23]2[CH2:28][CH2:27][NH:26][CH2:25][CH2:24]2)=[N:19][CH:20]=[CH:21][CH:22]=1)[CH2:14][CH3:15]>>[CH3:11][O:10][C:9]1[C:2]([CH3:1])=[CH:3][C:4]([CH2:5][N:26]2[CH2:27][CH2:28][N:23]([C:18]3[C:17]([NH:16][CH2:13][CH2:14][CH3:15])=[CH:22][CH:21]=[CH:20][N:19]=3)[CH2:24][CH2:25]2)=[CH:7][C:8]=1[CH3:12]. Procedure details: Following the general procedure of EXAMPLE 1 and making non-critical variations but starting with 3,5-dimethyl-4-methoxybenzyl chloride (I, PREPARATION 4, 0.41 g) and 1-[3-(propylamino)-2-pyridinyl]piperazine (II, PREPARATION 7, 0.42 g), the title compound is obtained. Reactants: [N+](=O)([O-])C1=C2C=CC(=NC2=CC=C1)Cl (5-nitro-2-chloroquinoline), C1CC1N (3-cyclopropylamine). The product is C1(CC1)C=1C=C(C=CC1)NC1=NC=2C=CC=C(C2C=C1)N (N2-(3-Cyclopropyl-phenyl)-quinoline-2,5-diamine). Reaction SMILES: [N+:1]([C:4]1[CH:13]=[CH:12][CH:11]=[C:10]2[C:5]=1[CH:6]=[CH:7][C:8](Cl)=[N:9]2)([O-])=O.[CH2:15]1[CH:17](N)[CH2:16]1>>[CH:17]1([C:10]2[CH:5]=[C:4]([NH:1][C:8]3[CH:7]=[CH:6][C:5]4[C:4]([NH2:1])=[CH:13][CH:12]=[CH:11][C:10]=4[N:9]=3)[CH:13]=[CH:12][CH:11]=2)[CH2:16][CH2:15]1. Reported procedure: The title compound, MS: m/e=276.4 (M+H+), was prepared in accordance with the general method of example 1 from 5-nitro-2-chloroquinoline and 3-cyclopropylamine. Starting materials: CCN1C(=O)C(Cc2cccc(C#N)c2)N=C(c2ccccc2)c2cc(OC)c(OC)cc21, CCO, [Na+], [OH-], O, OO. Product: CCN1C(=O)C(Cc2cccc(C(N)=O)c2)N=C(c2ccccc2)c2cc(OC)c(OC)cc21. Reaction SMILES: [CH2:1]([CH3:2])[N:3]1[C:4](=[O:33])[CH:5]([CH2:24][c:25]2[cH:26][c:27]([C:28]#[N:29])[cH:30][cH:31][cH:32]2)[N:6]=[C:7]([c:18]2[cH:19][cH:20][cH:21][cH:22][cH:23]2)[c:8]2[c:9]1[cH:10][c:11]([O:16][CH3:17])[c:12]([O:14][CH3:15])[cH:13]2.[CH3:38][CH2:39][OH:40].[Na+:37].[OH-:36].[OH2:41].[OH:34][OH:35]>>[CH2:1]([CH3:2])[N:3]1[C:4](=[O:33])[CH:5]([CH2:24][c:25]2[cH:26][c:27]([C:28]([NH2:29])=[O:34])[cH:30][cH:31][cH:32]2)[N:6]=[C:7]([c:18]2[cH:19][cH:20][cH:21][cH:22][cH:23]2)[c:8]2[c:9]1[cH:10][c:11]([O:16][CH3:17])[c:12]([O:14][CH3:15])[cH:13]2. Reactants: C(CCCCCCC)Br (octylbromide), C(CCCCCCC)N1CCOCC1 (N-octyl morpholine), C(CCCCCCC)N1CCOCC1 (N-octyl morpholine), [13CH4] (Carbon-13), N1CCOCC1 (morpholine), C([O-])([O-])=O.[Na+].[Na+] (sodium carbonate), ClCC#N (chloroacetonitrile). Run in CC(=O)C (acetone), C(C)OC(C)=O (ethylacetate), CC(=O)C (acetone). The product is C(C)#N.C(CCCCCCC)[NH+]1CCOCC1 (N-Octyl Morpholinium Acetonitrile). Yield: 98.0%. RXN SMILES: C(Br)CCCCCCC.[NH:10]1CCO[CH2:12][CH2:11]1.C(=O)([O-])[O-].[Na+].[Na+].[CH2:22]([N:30]1[CH2:35][CH2:34][O:33][CH2:32][CH2:31]1)[CH2:23][CH2:24][CH2:25][CH2:26][CH2:27][CH2:28][CH3:29].ClCC#N.[13CH4]>C(OC(=O)C)C.CC(C)=O>[C:11](#[N:10])[CH3:12].[CH2:22]([NH+:30]1[CH2:31][CH2:32][O:33][CH2:34][CH2:35]1)[CH2:23][CH2:24][CH2:25][CH2:26][CH2:27][CH2:28][CH3:29] |f:2.3.4,10.11|. Procedure details: Combined were 51.5 g of octylbromide, 29.88 g morpholine, and 28.0 g anhydrous sodium carbonate with 150 ml of acetone in a large round bottom flask. This mixture was refluxed for 8 hours at the boiling point of acetone or approximately 60° C., then cooled to room temperature and the solid sodium carbonate filtered. Acetone was removed using a roto-evaporator. The resulting oil was dissolved in ether and washed twice with water and once with brine solution. The ether solution was dried over anhy... Starting materials: O=S(=O)(Cl)Cc1ccccc1, CN(C)c1ccncc1, CCOC(C)=O, CC(N)(C#N)COc1ccc(Cl)cc1, c1ccncc1. Product: CC(C#N)(COc1ccc(Cl)cc1)NS(=O)(=O)Cc1ccccc1. As a reaction SMILES: [CH2:15]([c:16]1[cH:17][cH:18][cH:19][cH:20][cH:21]1)[S:22](=[O:23])(=[O:24])[Cl:25].[CH3:32][N:33]([c:34]1[cH:35][cH:36][n:37][cH:38][cH:39]1)[CH3:40].[CH3:41][CH2:42][O:43][C:44](=[O:45])[CH3:46].[Cl:1][c:2]1[cH:3][cH:4][c:5]([O:6][CH2:7][C:8]([C:9]#[N:10])([CH3:11])[NH2:12])[cH:13][cH:14]1.[cH:26]1[cH:27][cH:28][n:29][cH:30][cH:31]1>>[Cl:1][c:2]1[cH:3][cH:4][c:5]([O:6][CH2:7][C:8]([C:9]#[N:10])([CH3:11])[NH:12][S:22]([CH2:15][c:16]2[cH:17][cH:18][cH:19][cH:20][cH:21]2)(=[O:23])=[O:24])[cH:13][cH:14]1. Reactants: CS(=O)c1nc(N)nc(-c2ccco2)c1Br, CN, CCO. The product is CNc1nc(N)nc(-c2ccco2)c1Br. As a reaction SMILES: [Br:1][c:2]1[c:3](-[c:12]2[o:13][cH:14][cH:15][cH:16]2)[n:4][c:5]([NH2:11])[n:6][c:7]1[S:8]([CH3:9])=[O:10].[CH3:17][NH2:18].[CH3:19][CH2:20][OH:21]>>[Br:1][c:2]1[c:3](-[c:12]2[o:13][cH:14][cH:15][cH:16]2)[n:4][c:5]([NH2:11])[n:6][c:7]1[NH:18][CH3:17]. Starting materials: ( 5 ), S(O)(O)(=O)=O (sulfuric acid), C(C)OC(=O)C1C(CCC1)=O (2-ethoxycarbonylcyclopentanone), CNC(=S)N (methylthiourea). Run at temperature 100 celsius. Product: SC=1N(C(C2=C(N1)CCC2)=O)C (2-Mercapto-3-methyl-6,7-dihydro-5H-cyclopenta[d]-pyrimidin-4-one). Yield: 28.0%. As a reaction SMILES: S(=O)(=O)(O)O.C([O:8][C:9]([CH:11]1[CH2:15][CH2:14][CH2:13][C:12]1=O)=O)C.[CH3:17][NH:18][C:19]([NH2:21])=[S:20]>>[SH:20][C:19]1[N:18]([CH3:17])[C:9](=[O:8])[C:11]2[CH2:15][CH2:14][CH2:13][C:12]=2[N:21]=1. Procedure details: Five (5) drops of concentrated sulfuric acid were added to a mixture of 2-ethoxycarbonylcyclopentanone (31.2 g) and methylthiourea (18.0 g) and the mixture was heated at 100° C. for 2 days. The resulting precipitate was collected by filtration, rinsed with ethanol, and dried to provide the title compound as colorless powder (10.2 g). Starting materials: [C@H]12[C@H](NC[C@@H]2C1)CNC(=O)C1=C(N=C2SC=CN21)C (6-Methyl-imidazo[2,1-b]thiazole-5-carboxylic acid [(1S,2S,5R)-1-(3-aza-bicyclo[3.1.0]hex-2-yl)methyl]-amide), CC1=NC=C(C(=N1)C1=CC=CC=C1)C(=O)O (2-Methyl-4-phenyl-pyrimidine-5-carboxylic acid). Yields the product CC1=NC=C(C(=N1)C1=CC=CC=C1)C(=O)N1[C@@H]([C@H]2C[C@H]2C1)CNC(=O)C1=C(N=C2SC=CN21)C (6-Methyl-imidazo[2,1-b]thiazole-5-carboxylic Acid[(1S,2S,5R)-3-(2-methyl-4-phenyl-pyrimidine-5-carbonyl)-3-aza-bicyclo[3.1.0]hex-2-ylmethyl]-amide). RXN SMILES: [C@H:1]12[CH2:6][C@H:5]1[CH2:4][NH:3][C@@H:2]2[CH2:7][NH:8][C:9]([C:11]1[N:18]2[C:14]([S:15][CH:16]=[CH:17]2)=[N:13][C:12]=1[CH3:19])=[O:10].[CH3:20][C:21]1[N:26]=[C:25]([C:27]2[CH:32]=[CH:31][CH:30]=[CH:29][CH:28]=2)[C:24]([C:33](O)=[O:34])=[CH:23][N:22]=1>>[CH3:20][C:21]1[N:26]=[C:25]([C:27]2[CH:32]=[CH:31][CH:30]=[CH:29][CH:28]=2)[C:24]([C:33]([N:3]2[CH2:4][C@H:5]3[C@H:1]([CH2:6]3)[C@H:2]2[CH2:7][NH:8][C:9]([C:11]2[N:18]3[C:14]([S:15][CH:16]=[CH:17]3)=[N:13][C:12]=2[CH3:19])=[O:10])=[O:34])=[CH:23][N:22]=1. Procedure details: prepared by reaction of 6-Methyl-imidazo[2,1-b]thiazole-5-carboxylic acid [(1S,2S,5R)-1-(3-aza-bicyclo[3.1.0]hex-2-yl)methyl]-amide with 2-Methyl-4-phenyl-pyrimidine-5-carboxylic acid. LC-MS (basic): tR=1.19 min; [M+H]+=473.1.